Dataset: the Open Reaction Database (ORD), a public repository of structured organic reaction records. Task: describe an organic reaction: reactants, conditions, products, and yield Reactants: COC=1C=CC2=C(CCN(C(N2)=O)C2CCNCC2)C1 (7-methoxy-3-piperidin-4-yl-1,3,4,5-tetrahydro-1,3-benzodiazepin-2-one), ClC1=CC(=NC=N1)SC1=CC2=C(NC(O2)=O)C(=C1)C (6-(6-chloro-pyrimidin-4-ylsulphanyl)-4-methyl-3H-benzoxazol-2-one), C([O-])([O-])=O.[K+].[K+] (potassium carbonate). The solvent is CN1CCCC1=O (NMP). Run at temperature 130 celsius, time 2 hour. Yields the product COC1=CC2=C(NC(N(CC2)C2CCN(CC2)C2=NC=NC(=C2)SC2=CC3=C(NC(O3)=O)C(=C2)C)=O)C=C1 (7-methoxy-3-{-1-[6-(4-methyl-2-oxo-2,3-dihydro-benzoxazol-6-ylsulphanyl)-pyrimidin-4-yl]-piperidin-4-yl}-1,3,4,5-tetrahydro-benzo[d][1,3]diazepin-2-one). As a reaction SMILES: [CH3:1][O:2][C:3]1[CH:4]=[CH:5][C:6]2[NH:12][C:11](=[O:13])[N:10]([CH:14]3[CH2:19][CH2:18][NH:17][CH2:16][CH2:15]3)[CH2:9][CH2:8][C:7]=2[CH:20]=1.Cl[C:22]1[N:27]=[CH:26][N:25]=[C:24]([S:28][C:29]2[CH:38]=[C:37]([CH3:39])[C:32]3[NH:33][C:34](=[O:36])[O:35][C:31]=3[CH:30]=2)[CH:23]=1.C(=O)([O-])[O-].[K+].[K+]>CN1C(=O)CCC1>[CH3:1][O:2][C:3]1[CH:4]=[CH:5][C:6]2[NH:12][C:11](=[O:13])[N:10]([CH:14]3[CH2:19][CH2:18][N:17]([C:22]4[CH:23]=[C:24]([S:28][C:29]5[CH:38]=[C:37]([CH3:39])[C:32]6[NH:33][C:34](=[O:36])[O:35][C:31]=6[CH:30]=5)[N:25]=[CH:26][N:27]=4)[CH2:16][CH2:15]3)[CH2:9][CH2:8][C:7]=2[CH:20]=1 |f:2.3.4|. Reported procedure: 187 mg (0.681 mmol) 7-methoxy-3-piperidin-4-yl-1,3,4,5-tetrahydro-1,3-benzodiazepin-2-one, 180 mg (0.490 mmol) 6-(6-chloro-pyrimidin-4-ylsulphanyl)-4-methyl-3H-benzoxazol-2-one and 200 mg (1.45 mmol) potassium carbonate were combined in 5.0 mL NMP and stirred for 2 h at 130° C. The reaction mixture was cooled overnight, filtered and the filtrate was purified by preparative HPLC. The product-containing fractions were combined, evaporated down and dried i. vac. Starting materials: CC(=O)c1ccc(Br)s1, CC(C)n1ccnc1. Reagents/catalysts: CC(C)(C)c1ccc(-c2ccc(C(C)(C)C)cc2)cc1 (4,4'-di-tert-butylbiphenyl), CC(C)(C)C(=O)[O-].[K+] (KOPiv), Cl[Pd]CC=C.C=CC[Pd]Cl ([Pd(allyl)Cl]2), CN(C)c1ccc(P(C2CCCCC2)C2CCCCC2)cc1 (A-caPhos). Run in CC(=O)N(C)C (DMA), CC(=O)N(C)C (DMA), CC(=O)N(C)C (DMA). Reaction conditions: temperature 120 celsius, time 24 hour. Yields the product CC(=O)c1ccc(-c2cncn2C(C)C)s1. The yield is 1.2%.